This data is from the Open Reaction Database (ORD), a public repository of structured organic reaction records. The task is: describe an organic reaction: reactants, conditions, products, and yield The reactants are O1C(OCC1)CCCON1N=CC(=C1)C(=O)N1CCCCC1 (1-[3-(2-dioxolanyl)-propoxy]-4-(N-piperidinylcarbonyl)-pyrazole), O (water), S(O)(O)(=O)=O (sulfuric acid). The solvent is O1CCCC1 (tetrahydrofuran). Yields the product O=CCCCON1N=CC(=C1)C(=O)N1CCCCC1 (1-(4-Oxobutoxy)-4-(N-piperidinylcarbonyl)-pyrazole). The yield is 96.2%. Reaction SMILES: [O:1]1CCO[CH:2]1[CH2:6][CH2:7][CH2:8][O:9][N:10]1[CH:14]=[C:13]([C:15]([N:17]2[CH2:22][CH2:21][CH2:20][CH2:19][CH2:18]2)=[O:16])[CH:12]=[N:11]1.O.S(=O)(=O)(O)O>O1CCCC1>[O:1]=[CH:2][CH2:6][CH2:7][CH2:8][O:9][N:10]1[CH:14]=[C:13]([C:15]([N:17]2[CH2:22][CH2:21][CH2:20][CH2:19][CH2:18]2)=[O:16])[CH:12]=[N:11]1. Procedure: 40 g of 1-[3-(2-dioxolanyl)-propoxy]-4-(N-piperidinylcarbonyl)-pyrazole in a mixture of 150 ml of tetrahydrofuran, 200 ml of water and 4 ml of concentrated sulfuric acid are refluxed for 8 hours. The mixture is cooled and then saturated with sodium chloride, the phases are separated and the aqueous phase is extracted again with tetrahydrofuran. The combined organic phases are evaporated down, the residue is taken up with methylene chloride, the solution is washed with water and the solvent is ev... Reactants: OCC(c1ccc(Cl)cc1)C1CC1, Fc1ccc(CCl)cc1Oc1ccccc1, [H-], [Na+], C1CCOC1, O. Product: Fc1ccc(COCC(c2ccc(Cl)cc2)C2CC2)cc1Oc1ccccc1. Reaction SMILES: [CH:3]1([CH:6]([CH2:7][OH:8])[c:9]2[cH:10][cH:11][c:12]([Cl:15])[cH:13][cH:14]2)[CH2:4][CH2:5]1.[F:16][c:17]1[c:18]([O:25][c:26]2[cH:27][cH:28][cH:29][cH:30][cH:31]2)[cH:19][c:20]([CH2:23][Cl:24])[cH:21][cH:22]1.[H-:1].[Na+:2].[O:33]1[CH2:34][CH2:35][CH2:36][CH2:37]1.[OH2:32]>>[CH:3]1([CH:6]([CH2:7][O:8][CH2:23][c:20]2[cH:19][c:18]([O:25][c:26]3[cH:27][cH:28][cH:29][cH:30][cH:31]3)[c:17]([F:16])[cH:22][cH:21]2)[c:9]2[cH:10][cH:11][c:12]([Cl:15])[cH:13][cH:14]2)[CH2:4][CH2:5]1. Reactants: C(C)(=O)C=1C(=NC(=CC1C)C)C (3-acetyl-collidine), C1(=CC=CC=C1)C (toluene), C(C)(=O)OCC (ethyl acetate), potassium tert.-butylate, ice water. Solvent: C(C)(=O)O (acetic acid). Yields the product CC1=C(C(=O)CC(C)=O)C(=CC(=N1)C)C (2,4,6-trimethyl-nicotinoyl-acetone). Yield: 86.0%. Reaction SMILES: [C:1]([C:4]1[C:5]([CH3:12])=[N:6][C:7]([CH3:11])=[CH:8][C:9]=1[CH3:10])(=[O:3])[CH3:2].C1(C)C=CC=CC=1.[C:20](OCC)(=[O:22])[CH3:21]>C(O)(=O)C>[CH3:12][C:5]1[N:6]=[C:7]([CH3:11])[CH:8]=[C:9]([CH3:10])[C:4]=1[C:1]([CH2:2][C:20](=[O:22])[CH3:21])=[O:3]. Reported procedure: A mixture of 172.0 g of 3-acetyl-collidine, 4.5 l of anhydrous toluene, 195 g of ethyl acetate and 282.5 g of potassium tert.-butylate is heated at 100° for 4 hours under nitrogen. The reaction mixture is cooled and poured into 1/2 l of ice water and 140 ml of acetic acid, and the phases are separated and worked up in the customary manner to give 186.1 g of 2,4,6-trimethyl-nicotinoyl-acetone ##SPC8## Starting materials: C(C)(C)(C)N (tert-Butyl amine), ClC1=C(C(=O)O)C=C(C(=C1)F)S(=O)(=O)Cl (2-chloro-5-(chlorosulfonyl)-4-fluorobenzoic acid). Solvent: O1CCOCC1 (dioxane). The product is ClC1=C(C(=O)O)C=C(C(=C1)F)S(=O)(=O)NC(C)(C)C (2-chloro-5-{[(1,1-dimethylethyl)amino]sulfonyl}-4-fluorobenzoic acid). Isolated yield 92.0%. As a reaction SMILES: [C:1]([NH2:5])([CH3:4])([CH3:3])[CH3:2].[Cl:6][C:7]1[CH:15]=[C:14]([F:16])[C:13]([S:17](Cl)(=[O:19])=[O:18])=[CH:12][C:8]=1[C:9]([OH:11])=[O:10]>O1CCOCC1>[Cl:6][C:7]1[CH:15]=[C:14]([F:16])[C:13]([S:17]([NH:5][C:1]([CH3:4])([CH3:3])[CH3:2])(=[O:19])=[O:18])=[CH:12][C:8]=1[C:9]([OH:11])=[O:10]. Reported procedure: tert-Butyl amine (77 mL, 0.7 mol, 10 equiv) was added to 300 mL dioxane at 0° C. Ice chips were added to the flask for several minutes before the addition of 2-chloro-5-(chlorosulfonyl)-4-fluorobenzoic acid (20 g, 73.24 mmol, 1 equiv). Both the internal and external temperature of the reaction was maintained at or below 0° C. for 2 h. The reaction was then concentrated half-way and acidified to pH 2 with 1N HCl. The product was extracted into EtOAc. The organics were dried over Na2SO4, filtered ... Reactants: Cl (hydrochloric acid), Cl (hydrogen chloride), C(C)(=O)OCN(CN(CN(COC(C)=O)[N+](=O)[O-])[N+](=O)[O-])[N+](=O)[O-] (1,7-diacetoxy-2,4,6-trinitro-2,4,6-triazaheptane). Product: OCN(CN(CN(CO)[N+](=O)[O-])[N+](=O)[O-])[N+](=O)[O-] (1,7-dihydroxy-2,4,6-trinitro-2,4,6-triazaheptane). Isolated yield 75.0%. As a reaction SMILES: Cl.C([O:5][CH2:6][N:7]([N+:23]([O-:25])=[O:24])[CH2:8][N:9]([N+:20]([O-:22])=[O:21])[CH2:10][N:11]([N+:17]([O-:19])=[O:18])[CH2:12][O:13]C(=O)C)(=O)C>>[OH:13][CH2:12][N:11]([N+:17]([O-:19])=[O:18])[CH2:10][N:9]([N+:20]([O-:22])=[O:21])[CH2:8][N:7]([N+:23]([O-:25])=[O:24])[CH2:6][OH:5]. Procedure details: The weight percentage ranges for hydrogen chloride in the concentrated aqueous hydrochloric acid are critical. Concentrated hydrochloric acid (37 weight percent hydrogen chloride) failed to hydrolyze 1,7-diacetoxy-2,4,6-trinitro-2,4,6-triazaheptane to 1,7-dihydroxy-2,4,6-trinitro-2,4,6-triazaheptane. Aqueous hydrochloric acid solutions containing 20 and 25 weight percent of hydrogen chloride produced 1,7-dihydroxy-2,4,6-trinitro-2,4,6-triazaheptane in low yield with undesirable impurities. Howev... The reactants are C1(=CC=CC=C1)C(C1=CC=CC=C1)=NC(C(=O)OCC)CCC=1C=C2CCC=3C(=NOC3C3=NOC(=C3C(F)(F)F)C3=CC=CC=C3)C2=CC1 (ethyl 2-(diphenylmethyleneamino)-4-(3-(5-phenyl-4-(trifluoromethyl)isoxazol-3-yl)-4,5-dihydronaphtho[1,2-c]isoxazol-7-yl)butanoate), C(C)(C)(C)OC(=O)NC(C(=O)OCC)C(=O)OCC (diethyl 2-(tert-butoxycarbonylamino)malonate). Reaction conditions: temperature 70 celsius. The product is C(C)(C)(C)OC(=O)NC(C(=O)OCC)(C(=O)OCC)CCC=1C=C2CCC=3C(=NOC3C3=NOC(=C3C(F)(F)F)C3=CC=CC=C3)C2=CC1 (Diethyl 2-(tert-butoxycarbonylamino)-2-(2-(3-(5-phenyl-4-(trifluoromethyl)isoxazol-3-yl)-4,5-dihydronaphtho[1,2-c]isoxazol-7-yl)ethyl)malonate). As a reaction SMILES: C1(C(=NC([CH2:21][CH2:22][C:23]2[CH:24]=[C:25]3[C:48](=[CH:49][CH:50]=2)[C:29]2=[N:30][O:31][C:32]([C:33]4[C:37]([C:38]([F:41])([F:40])[F:39])=[C:36]([C:42]5[CH:47]=[CH:46][CH:45]=[CH:44][CH:43]=5)[O:35][N:34]=4)=[C:28]2[CH2:27][CH2:26]3)C(OCC)=O)C2C=CC=CC=2)C=CC=CC=1.[C:51]([O:55][C:56]([NH:58][CH:59]([C:65]([O:67][CH2:68][CH3:69])=[O:66])[C:60]([O:62][CH2:63][CH3:64])=[O:61])=[O:57])([CH3:54])([CH3:53])[CH3:52]>>[C:51]([O:55][C:56]([NH:58][C:59]([CH2:21][CH2:22][C:23]1[CH:24]=[C:25]2[C:48](=[CH:49][CH:50]=1)[C:29]1=[N:30][O:31][C:32]([C:33]3[C:37]([C:38]([F:40])([F:41])[F:39])=[C:36]([C:42]4[CH:43]=[CH:44][CH:45]=[CH:46][CH:47]=4)[O:35][N:34]=3)=[C:28]1[CH2:27][CH2:26]2)([C:60]([O:62][CH2:63][CH3:64])=[O:61])[C:65]([O:67][CH2:68][CH3:69])=[O:66])=[O:57])([CH3:54])([CH3:52])[CH3:53]. Procedure: The titled compound was prepared using the experimental protocol described for Preparation 91A employing diethyl 2-(tert-butoxycarbonylamino)malonate as a starting material. The reaction was heated at 70° C. for 7 hr. The compound had an LC/MS [M-Boc]+1=584.5. The reactants are COC=1C=C(CC2NCCC3=CC(=C(C=C23)OC)OC)C=CC1OC (1-(3,4-Dimethoxy-benzyl)-6,7-dimethoxy-1,2,3,4-tetrahydroisoquinoline), BrCC(=O)Br (2-bromoacetyl bromide), COC1=C(CN)C=CC(=C1)OC (2,4-dimethoxybenzylamine). Yields the product COC=1C=C(CC2N(CCC3=CC(=C(C=C23)OC)OC)CC(=O)NCC2=C(C=C(C=C2)OC)OC)C=CC1OC (2-[1-(3,4-Dimethoxy-benzyl)-6,7-dimethoxy-3,4-dihydro-1H-isoquinolin-2-yl]-N-(2,4-dimethoxy-benzyl)-acetamide). RXN SMILES: [CH3:1][O:2][C:3]1[CH:4]=[C:5]([CH:21]=[CH:22][C:23]=1[O:24][CH3:25])[CH2:6][CH:7]1[C:16]2[C:11](=[CH:12][C:13]([O:19][CH3:20])=[C:14]([O:17][CH3:18])[CH:15]=2)[CH2:10][CH2:9][NH:8]1.Br[CH2:27][C:28](Br)=[O:29].[CH3:31][O:32][C:33]1[CH:40]=[C:39]([O:41][CH3:42])[CH:38]=[CH:37][C:34]=1[CH2:35][NH2:36]>>[CH3:1][O:2][C:3]1[CH:4]=[C:5]([CH:21]=[CH:22][C:23]=1[O:24][CH3:25])[CH2:6][CH:7]1[C:16]2[C:11](=[CH:12][C:13]([O:19][CH3:20])=[C:14]([O:17][CH3:18])[CH:15]=2)[CH2:10][CH2:9][N:8]1[CH2:27][C:28]([NH:36][CH2:35][C:34]1[CH:37]=[CH:38][C:39]([O:41][CH3:42])=[CH:40][C:33]=1[O:32][CH3:31])=[O:29]. Reported procedure: prepared by reaction of 1-(3,4-Dimethoxy-benzyl)-6,7-dimethoxy-1,2,3,4-tetrahydroisoquinoline and 2-bromoacetyl bromide with 2,4-dimethoxybenzylamine Starting materials: CCn1cc(C(=O)OCCCO)c(=O)c2cc(Br)cnc21, CCNC(=O)Nc1cc(-c2nc(C(F)(F)F)cs2)c(B(O)O)cn1, CN(C)C=O, [Na+], [Na+], O=C([O-])[O-]. Product: CCNC(=O)Nc1cc(-c2nc(C(F)(F)F)cs2)c(-c2cnc3c(c2)c(=O)c(C(=O)OCCCO)cn3CC)cn1. As a reaction SMILES: [Br:1][c:2]1[cH:3][c:4]2[c:5](=[O:21])[c:6]([C:14](=[O:15])[O:16][CH2:17][CH2:18][CH2:19][OH:20])[cH:7][n:8]([CH2:12][CH3:13])[c:9]2[n:10][cH:11]1.[CH2:22]([CH3:23])[NH:24][C:25]([NH:26][c:27]1[cH:28][c:29](-[c:36]2[s:37][cH:38][c:39]([C:41]([F:42])([F:43])[F:44])[n:40]2)[c:30]([B:33]([OH:34])[OH:35])[cH:31][n:32]1)=[O:45].[CH3:52][N:53]([CH3:54])[CH:55]=[O:56].[Na+:46].[Na+:47].[O-:48][C:49](=[O:50])[O-:51]>>[c:2]1(-[c:30]2[c:29](-[c:36]3[s:37][cH:38][c:39]([C:41]([F:42])([F:43])[F:44])[n:40]3)[cH:28][c:27]([NH:26][C:25]([NH:24][CH2:22][CH3:23])=[O:45])[n:32][cH:31]2)[cH:3][c:4]2[c:5](=[O:21])[c:6]([C:14](=[O:15])[O:16][CH2:17][CH2:18][CH2:19][OH:20])[cH:7][n:8]([CH2:12][CH3:13])[c:9]2[n:10][cH:11]1.